Dataset: the Open Reaction Database (ORD), a public repository of structured organic reaction records. Task: describe an organic reaction: reactants, conditions, products, and yield The reactants are COC(=O)CBr, O=C([O-])[O-], CC(C)=O, [K+], [K+], O=C1CCCc2cc(O)ccc21. Yields the product COC(=O)COc1ccc2c(c1)CCCC2=O. RXN SMILES: [Br:19][CH2:20][C:21](=[O:22])[O:23][CH3:24].[C:13](=[O:14])([O-:15])[O-:16].[CH3:25][C:26](=[O:27])[CH3:28].[K+:17].[K+:18].[OH:1][c:2]1[cH:3][c:4]2[c:9]([cH:10][cH:11]1)[C:8](=[O:12])[CH2:7][CH2:6][CH2:5]2>>[O:1]([c:2]1[cH:3][c:4]2[c:9]([cH:10][cH:11]1)[C:8](=[O:12])[CH2:7][CH2:6][CH2:5]2)[CH2:20][C:21](=[O:22])[O:23][CH3:24]. RXN SMILES: [Cl:1][C:2]1[CH:3]=[N:4][C:5]2[N:6]([N:8]=[C:9]([C:11]([OH:13])=O)[CH:10]=2)[CH:7]=1.[CH3:14][CH:15]1[C:24]2[C:19](=[C:20]([NH:25][C:26](=[O:28])[CH3:27])[CH:21]=[CH:22][CH:23]=2)[CH2:18][CH2:17][NH:16]1>>[Cl:1][C:2]1[CH:3]=[N:4][C:5]2[N:6]([N:8]=[C:9]([C:11]([N:16]3[CH2:17][CH2:18][C:19]4[C:24](=[CH:23][CH:22]=[CH:21][C:20]=4[NH:25][C:26](=[O:28])[CH3:27])[CH:15]3[CH3:14])=[O:13])[CH:10]=2)[CH:7]=1. Yields the product ClC=1C=NC=2N(C1)N=C(C2)C(=O)N2C(C1=CC=CC(=C1CC2)NC(C)=O)C (N-[2-(6-Chloro-pyrazolo[1,5-a]pyrimidine-2-carbonyl)-1-methyl-1,2,3,4-tetrahydro-isoquinolin-5-yl]-acetamide). Reactants: ClC=1C=NC=2N(C1)N=C(C2)C(=O)O (6-chloro-pyrazolo[1,5-a]pyrimidine-2-carboxylic acid), CC1NCCC2=C(C=CC=C12)NC(C)=O (N-(1-Methyl-1,2,3,4-tetrahydro-isoquinolin-5-yl)-acetamide). Procedure details: In close analogy to the procedure described in Example 1, 6-chloro-pyrazolo[1,5-a]pyrimidine-2-carboxylic acid is reacted with N-(1-Methyl-1,2,3,4-tetrahydro-isoquinolin-5-yl)-acetamide to provide the title compound in moderate yield. Yields the product C(CCCC#C)C1OCC(CS1)C(C)C (2-(hex-5-ynyl)-5-isopropyl-1,3-oxathiane). Procedure: Using the method described in Example 4(ii), and starting from 2-mercaptomethyl-3-methylbutan-1-ol and hept-6-ynal, 2-(hex-5-ynyl)-5-isopropyl-1,3-oxathiane was obtained as a mixture of isomers. Column chromatography on silica, eluting with hexane/ether gradients, gave a mixture of trans-and cis-isomers (50:50) followed by an enriched mixture of the trans-compound (95:5). RXN SMILES: [SH:1][CH2:2][CH:3]([CH:6]([CH3:8])[CH3:7])[CH2:4][OH:5].[CH:9](=O)[CH2:10][CH2:11][CH2:12][CH2:13][C:14]#[CH:15]>>[CH2:14]([CH:15]1[S:1][CH2:2][CH:3]([CH:6]([CH3:8])[CH3:7])[CH2:4][O:5]1)[CH2:13][CH2:12][CH2:11][C:10]#[CH:9]. The reactants are SCC(CO)C(C)C (2-mercaptomethyl-3-methylbutan-1-ol), C(CCCCC#C)=O (hept-6-ynal). The reactants are C1COCCOCCOCCOCCOCCO1 (18-crown-6), N1=CC=CC2=CC=CC=C12 (quinoline), [F-].[K+] (KF), O=C(C(=O)OCC)C1=CC=CC=C1 (ethyl 2-oxo-2-phenylacetate), FC(S(=O)(=O)OC1=C(C=CC=C1)[Si](C)(C)C)(F)F (2-(trimethylsilyl)phenyl trifluoromethanesulfonate), Pet. ether EtOAc. The solvent is C1CCOC1 (THF). Yields the product C1(=CC=CC=C1)C1(C2=C(N3C(C=CC4=CC=CC=C34)O1)C=CC=C2)C(=O)OCC (ethyl 5-phenyl-5H,6aHbenzo[4,5][1,3]oxazino[3,2-a]quinoline-5-carboxylate). Yield: 77.0%. RXN SMILES: [N:1]1[C:10]2[C:5](=[CH:6][CH:7]=[CH:8][CH:9]=2)[CH:4]=[CH:3][CH:2]=1.[O:11]=[C:12]([C:18]1[CH:23]=[CH:22][CH:21]=[CH:20][CH:19]=1)[C:13]([O:15][CH2:16][CH3:17])=[O:14].FC(F)(F)S(O[C:30]1[CH:35]=[CH:34][CH:33]=[CH:32][C:31]=1[Si](C)(C)C)(=O)=O.[F-].[K+].C1OCCOCCOCCOCCOCCOC1>C1COCC1>[C:18]1([C:12]2([C:13]([O:15][CH2:16][CH3:17])=[O:14])[O:11][CH:2]3[CH:3]=[CH:4][C:5]4[C:10]([N:1]3[C:31]3[CH:32]=[CH:33][CH:34]=[CH:35][C:30]2=3)=[CH:9][CH:8]=[CH:7][CH:6]=4)[CH:23]=[CH:22][CH:21]=[CH:20][CH:19]=1 |f:3.4|. Reported procedure: Following the general procedure, treatment of quinoline (0.064 g, 59 μL, 0.50 mmol) and ethyl 2-oxo-2-phenylacetate (0.134 g, 119 μL, 0.75 mmol) with 2-(trimethylsilyl)phenyl trifluoromethanesulfonate (0.179 g, 146 μL, 0.60 mmol) in the presence of KF (0.070 g, 1.2 mmol) and 18-crown-6 (0.317 g, 1.2 mmol) in THF (2.0 mL) at −10° C. to room temperature for 12 hrs followed by flash column chromatography (Pet. ether/EtOAc=90/10) of the crude reaction mixture afforded ethyl 5-phenyl-5H,6aHbenzo[4,5]... The reactants are CS(C)=O, O=C(O)CCC(=O)c1ccc(F)cc1, [K+], [K+], O=C([O-])[O-], C1CC2(CCN1)OCCO2. Product: O=C(O)CCC(=O)c1ccc(N2CCC3(CC2)OCCO3)cc1. Reaction SMILES: [CH3:31][S:32]([CH3:33])=[O:34].[F:1][c:2]1[cH:3][cH:4][c:5]([C:8]([CH2:9][CH2:10][C:11](=[O:12])[OH:13])=[O:14])[cH:6][cH:7]1.[K+:25].[K+:26].[O-:27][C:28]([O-:29])=[O:30].[O:15]1[CH2:16][CH2:17][O:18][C:19]12[CH2:20][CH2:21][NH:22][CH2:23][CH2:24]2>>[c:2]1([N:22]2[CH2:21][CH2:20][C:19]3([O:15][CH2:16][CH2:17][O:18]3)[CH2:24][CH2:23]2)[cH:3][cH:4][c:5]([C:8]([CH2:9][CH2:10][C:11](=[O:12])[OH:13])=[O:14])[cH:6][cH:7]1.